From a dataset of the Open Reaction Database (ORD), a public repository of structured organic reaction records. describe an organic reaction: reactants, conditions, products, and yield Run in C1CCOC1 (THF), C1CCOC1 (THF). Reactants: O (water), [Li+].C[Si](C)(C)[N-][Si](C)(C)C (LiHMDS), C(C1=CC=CC=C1)OCCOC1=CC=C2C(=NNC2=C1)NC(C1=CC=C(C=C1)Br)=O (N-[6-(2-benzyloxy-ethoxy)-1H-indazol-3-yl]-4-bromo-benzamide), CN(C1CCNCC1)C (4-dimethylamino-piperidine). As a reaction SMILES: [CH2:1]([O:8][CH2:9][CH2:10][O:11][C:12]1[CH:20]=[C:19]2[C:15]([C:16]([NH:21][C:22](=[O:30])[C:23]3[CH:28]=[CH:27][C:26](Br)=[CH:25][CH:24]=3)=[N:17][NH:18]2)=[CH:14][CH:13]=1)[C:2]1[CH:7]=[CH:6][CH:5]=[CH:4][CH:3]=1.[CH3:31][N:32]([CH3:39])[CH:33]1[CH2:38][CH2:37][NH:36][CH2:35][CH2:34]1.[Li+].C[Si]([N-][Si](C)(C)C)(C)C.O>C1COCC1.C1C=CC(/C=C/C(/C=C/C2C=CC=CC=2)=O)=CC=1.C1C=CC(/C=C/C(/C=C/C2C=CC=CC=2)=O)=CC=1.C1C=CC(/C=C/C(/C=C/C2C=CC=CC=2)=O)=CC=1.[Pd].[Pd].C1(P(C2CCCCC2)C2C=CC=CC=2C2C=CC=CC=2N(C)C)CCCCC1>[CH2:1]([O:8][CH2:9][CH2:10][O:11][C:12]1[CH:20]=[C:19]2[C:15]([C:16]([NH:21][C:22](=[O:30])[C:23]3[CH:28]=[CH:27][C:26]([N:36]4[CH2:37][CH2:38][CH:33]([N:32]([CH3:39])[CH3:31])[CH2:34][CH2:35]4)=[CH:25][CH:24]=3)=[N:17][NH:18]2)=[CH:14][CH:13]=1)[C:2]1[CH:7]=[CH:6][CH:5]=[CH:4][CH:3]=1 |f:2.3,6.7.8.9.10|. Isolated yield 72.6%. Procedure details: A solution of N-[6-(2-benzyloxy-ethoxy)-1H-indazol-3-yl]-4-bromo-benzamide (1.3 g, 2.79 mmol) and 4-dimethylamino-piperidine (1.18 ml, 8.37 mmol) in dry THF (20 ml) was degassed by three vacuum-argon atmosphere cycles and treated at r.t., under argon atmosphere, with Pd2(dba)3 (50 mg), 2-dicyclohexylphosphino-2′-(N,N-dimethylamino)biphenyl (50 mg) and 1M LiHMDS in THF (22.3 ml, 22.3 mmol). The reaction mixture was heated to reflux and stirred for 15 min then cooled to r.t., poured into 200 ml of... Reagents/catalysts: C=1C=CC(=CC1)/C=C/C(=O)/C=C/C2=CC=CC=C2.C=1C=CC(=CC1)/C=C/C(=O)/C=C/C2=CC=CC=C2.C=1C=CC(=CC1)/C=C/C(=O)/C=C/C2=CC=CC=C2.[Pd].[Pd] (Pd2(dba)3), C1(CCCCC1)P(C1=C(C=CC=C1)C1=C(C=CC=C1)N(C)C)C1CCCCC1 (2-dicyclohexylphosphino-2′-(N,N-dimethylamino)biphenyl). The product is C(C1=CC=CC=C1)OCCOC1=CC=C2C(=NNC2=C1)NC(C1=CC=C(C=C1)N1CCC(CC1)N(C)C)=O (N-[6-(2-Benzyloxy-ethoxy)-1H-indazol-3-yl]-4-(4-dimethylamino-piperidin-1-yl)-benzamide). Run at time 15 minute. Starting materials: NC1=C(C=NN1C1=CC=C(C=C1)F)C(C1=CC(=CC=C1)C=CS(=O)(=O)N)=O (5-amino-4-[3-(2-aminosulfonylethenyl)benzoyl]-1-(4-fluorophenyl)-pyrazole). The reagents and catalysts are [OH-].[Pd+2].[OH-] (palladium hydroxide). Run in CO (methanol). Conditions: time 4 day. Yields the product NC1=C(C=NN1C1=CC=C(C=C1)F)C(C1=CC(=CC=C1)CCS(=O)(=O)N)=O (5-amino-4-[3-(2-aminosulfonylethyl)benzoyl]-1-(4-fluorophenyl)pyrazole). The yield is 45.0%. As a reaction SMILES: [NH2:1][C:2]1[N:6]([C:7]2[CH:12]=[CH:11][C:10]([F:13])=[CH:9][CH:8]=2)[N:5]=[CH:4][C:3]=1[C:14](=[O:27])[C:15]1[CH:20]=[CH:19][CH:18]=[C:17]([CH:21]=[CH:22][S:23]([NH2:26])(=[O:25])=[O:24])[CH:16]=1>CO.[OH-].[Pd+2].[OH-]>[NH2:1][C:2]1[N:6]([C:7]2[CH:12]=[CH:11][C:10]([F:13])=[CH:9][CH:8]=2)[N:5]=[CH:4][C:3]=1[C:14](=[O:27])[C:15]1[CH:20]=[CH:19][CH:18]=[C:17]([CH2:21][CH2:22][S:23]([NH2:26])(=[O:24])=[O:25])[CH:16]=1 |f:2.3.4|. Procedure: A mixture of 5-amino-4-[3-(2-aminosulfonylethenyl)benzoyl]-1-(4-fluorophenyl)-pyrazole (2.1 g, 5.43 mmol) and palladium hydroxide (0.6 g) in methanol (150 ml) was shaken in a Parr apparatus under hydrogen atmosphere at 50 psi. After 4 days, the reaction mixture was filtered through CELITE® and the filtrate was concentrated. The residue was purified by flash chromatography (elution gradient: 40-100% ethyl acetate/hexane) to give a crude product which was recrystallized from methanol/ethyl acetate...